This data is from the Open Reaction Database (ORD), a public repository of structured organic reaction records. The task is: describe an organic reaction: reactants, conditions, products, and yield Run in C1CCOC1 (THF), O1CCCC1 (tetrahydrofuran). The reactants are BH3, COC(=O)C1CSC=2N1C(C(=C(C2C2CC2)CC2=CC=CC1=CC=CC=C21)C=O)=O (8-Cyclopropyl-6formyl-7-naphthalen-1-ylmethyl-5-oxo-2,3-dihydro-5h-thiazolo[3,2-a]pyridine-3-carboxylic acid methyl ester), CSC (DMS). Reaction SMILES: [CH3:1][O:2][C:3]([CH:5]1[N:9]2[C:10](=[O:30])[C:11]([CH:28]=[O:29])=[C:12]([CH2:17][C:18]3[C:27]4[C:22](=[CH:23][CH:24]=[CH:25][CH:26]=4)[CH:21]=[CH:20][CH:19]=3)[C:13]([CH:14]3[CH2:16][CH2:15]3)=[C:8]2[S:7][CH2:6]1)=[O:4].CSC>O1CCCC1>[CH3:1][O:2][C:3]([C@H:5]1[N:9]2[C:10](=[O:30])[C:11]([CH2:28][OH:29])=[C:12]([CH2:17][C:18]3[C:27]4[C:22](=[CH:23][CH:24]=[CH:25][CH:26]=4)[CH:21]=[CH:20][CH:19]=3)[C:13]([CH:14]3[CH2:16][CH2:15]3)=[C:8]2[S:7][CH2:6]1)=[O:4]. Reaction conditions: time 1 hour. Reported procedure: The formylated 2-pyridone 2 (100 mg, 0.239 mmol) was dissolved in tetrahydrofuran (3.30 mL) at 0° C. Then 2M BH3.DMS.THF (0.131 mL, 0.262 mmol) was added dropwise during 15 min. The mixture was then stirred in room temperature during 1 h, quenched with methanol and concentrated twice from methanol. The residue was purified through flash column chromatography (CH2Cl2:MeOH, 9:1). Co-concentration from CH2Cl2 (×2) resulted in 4 as white foam (80.6 mg, yield: 80%). 1H-NMR (400 Mhz, CDCl3) δ 8.16 (d,... Isolated yield 80.0%. The product is COC(=O)[C@@H]1CSC=2N1C(C(=C(C2C2CC2)CC2=CC=CC1=CC=CC=C21)CO)=O ((3R)-8-Cyclopropyl-6-hydroxymethyl-7-(Naphtalen-1-ylmethyl)-5-oxo-2,3-dihydro-5h-thiazolo[3,2-a]pyridine-3-carboxylic Acid Methyl Ester). Starting materials: C=CC(=O)OCCCCO, ClCCl, CC(Cl)OC(=O)Cl, c1ccncc1. Yields the product C=CC(=O)OCCCCOC(=O)OC(C)Cl. RXN SMILES: [C:14]([CH:15]=[CH2:16])(=[O:17])[O:18][CH2:19][CH2:20][CH2:21][CH2:22][OH:23].[Cl:24][CH2:25][Cl:26].[Cl:7][C:8](=[O:9])[O:10][CH:11]([CH3:12])[Cl:13].[cH:1]1[cH:2][cH:3][n:4][cH:5][cH:6]1>>[C:8](=[O:9])([O:10][CH:11]([CH3:12])[Cl:13])[O:23][CH2:22][CH2:21][CH2:20][CH2:19][O:18][C:14]([CH:15]=[CH2:16])=[O:17]. The reactants are BrC1=CC2=C(NC(=N2)Cl)C=C1 (5-bromo-2-chloro-1H-benzo[d]imidazole), 2003/095420 A1, 2004/035549 A1, NC=1C=CC=C2CCC(CC12)O (8-amino-1,2,3,4-tetrahydronaphthalen-2-ol). Yields the product BrC1=CC2=C(NC(=N2)NC=2C=CC=C3CCC(CC23)O)C=C1 (8-(5-Bromo-1H-benzo[d]imidazol-2-ylamino)-1,2,3,4-tetrahydronaphthalen-2-ol). RXN SMILES: [Br:1][C:2]1[CH:11]=[CH:10][C:5]2[NH:6][C:7](Cl)=[N:8][C:4]=2[CH:3]=1.[NH2:12][C:13]1[CH:14]=[CH:15][CH:16]=[C:17]2[C:22]=1[CH2:21][CH:20]([OH:23])[CH2:19][CH2:18]2>>[Br:1][C:2]1[CH:11]=[CH:10][C:5]2[NH:6][C:7]([NH:12][C:13]3[CH:14]=[CH:15][CH:16]=[C:17]4[C:22]=3[CH2:21][CH:20]([OH:23])[CH2:19][CH2:18]4)=[N:8][C:4]=2[CH:3]=1. Reported procedure: The reaction of 5-bromo-2-chloro-1H-benzo[d]imidazole (345 mg, 1.5 mol, prepared according to the procedure described in WO 2004/035549 A1) with 8-amino-1,2,3,4-tetrahydronaphthalen-2-ol (163 mg, 1.0 mmol, prepared according to the procedure described in WO 2003/095420 A1) under the condition of Example 21(b) afforded the title compound. MS (ESI, pos. ion) m/z: 358 (M+1). Starting materials: C1N2CN3CN1CN(C2)C3, CC(=O)O, O, c1cc2[nH]ccc2cn1. Yields the product O=Cc1c[nH]c2ccncc12. As a reaction SMILES: [CH2:10]1[N:11]2[CH2:12][N:13]3[CH2:14][N:15]([CH2:16]2)[CH2:17][N:18]1[CH2:19]3.[CH3:20][C:21]([OH:22])=[O:23].[OH2:24].[nH:1]1[cH:2][cH:3][c:4]2[cH:5][n:6][cH:7][cH:8][c:9]12>>[nH:1]1[cH:2][c:3]([CH:21]=[O:22])[c:4]2[cH:5][n:6][cH:7][cH:8][c:9]12.